Dataset: the Open Reaction Database (ORD), a public repository of structured organic reaction records. Task: describe an organic reaction: reactants, conditions, products, and yield The reactants are C(C1=CC=CC=C1)(=S)O (thiobenzoic acid), N(=NC(=O)OCC)C(=O)OCC (Diethyl azodicarboxylate), C(C=C)OC(=O)N1C[C@@H](C[C@H]1CC1=NC=C2SC=CN21)O ((3R,5R)-1-allyloxycarbonyl-3-hydroxy-5-(imidazo[5,1-b]thiazol-5-yl)methylpyrrolidine), C1(=CC=CC=C1)P(C1=CC=CC=C1)C1=CC=CC=C1 (triphenylphosphine). Run in C1CCOC1 (THF). Run at time 15 minute. The product is C(C=C)OC(=O)N1C[C@H](C[C@H]1CC1=NC=C2SC=CN21)SC(C2=CC=CC=C2)=O ((3S,5R)-1-Allyloxycarbonyl-3-benzoylthio-5-(imidazo[5,1-b]thiazol-5-yl)methylpyrrolidine). Reaction SMILES: N(C(OCC)=O)=NC(OCC)=O.[CH2:13]([O:16][C:17]([N:19]1[C@H:23]([CH2:24][C:25]2[N:32]3[C:28]([S:29][CH:30]=[CH:31]3)=[CH:27][N:26]=2)[CH2:22][C@@H:21](O)[CH2:20]1)=[O:18])[CH:14]=[CH2:15].C1(P(C2C=CC=CC=2)C2C=CC=CC=2)C=CC=CC=1.[C:53]([OH:61])(=[S:60])[C:54]1[CH:59]=[CH:58][CH:57]=[CH:56][CH:55]=1>C1COCC1>[CH2:13]([O:16][C:17]([N:19]1[C@H:23]([CH2:24][C:25]2[N:32]3[C:28]([S:29][CH:30]=[CH:31]3)=[CH:27][N:26]=2)[CH2:22][C@H:21]([S:60][C:53](=[O:61])[C:54]2[CH:59]=[CH:58][CH:57]=[CH:56][CH:55]=2)[CH2:20]1)=[O:18])[CH:14]=[CH2:15]. Reported procedure: Diethyl azodicarboxylate (0.105 ml) is added to a solution of 102 mg of (3R,5R)-1-allyloxycarbonyl-3-hydroxy-5-(imidazo[5,1-b]thiazol-5-yl)methylpyrrolidine and 174 mg of triphenylphosphine in 1.7 ml of anhydrous THF at −11 to −10° C., the mixture is stirred in this state for 15 min, 0.130 ml of thiobenzoic acid (90%) is added thereto, and the mixture is stirred for 14 hr while raising the temperature this state to room temperature. The solvent and the excess reagent are removed by evaporation u...